Dataset: the Open Reaction Database (ORD), a public repository of structured organic reaction records. Task: describe an organic reaction: reactants, conditions, products, and yield Reactants: O (water), BrC1=NC=C(N=C1)S(=O)(=O)C (2-Bromo-5-(methylsulfonyl)pyrazine), C([O-])([O-])=O.[Cs+].[Cs+] (cesium carbonate), COC[C@H](C)OC=1C=C(C=C(C1)C=1NC(=CC1)C=1OC[C@H](N1)C)O (3-{[(2S)-1-Methoxypropan-2-yl]oxy}-5-{5-[(4R)-4-methyl-4,5-dihydro-1,3-oxazol-2-yl]-1H-pyrrol-2-yl}phenol). The solvent is C(C)#N (acetonitrile). Reaction conditions: time 4.5 hour. The product is COC[C@H](C)OC=1C=C(OC2=NC=C(N=C2)S(=O)(=O)C)C=C(C1)C=1NC(=CC1)C=1OC[C@H](N1)C (2-(3-{[(2S)-1-Methoxypropan-2-yl]oxy}-5-{5-[(4R)-4-methyl-4,5-dihydro-1,3-oxazol-2-yl]-1H-pyrrol-2-yl}phenoxy)-5-(methylsulfonyl)pyrazine). Isolated yield 91.0%. Reaction SMILES: [CH3:1][O:2][CH2:3][C@@H:4]([O:6][C:7]1[CH:8]=[C:9]([OH:24])[CH:10]=[C:11]([C:13]2[NH:14][C:15]([C:18]3[O:19][CH2:20][C@@H:21]([CH3:23])[N:22]=3)=[CH:16][CH:17]=2)[CH:12]=1)[CH3:5].Br[C:26]1[CH:31]=[N:30][C:29]([S:32]([CH3:35])(=[O:34])=[O:33])=[CH:28][N:27]=1.C(=O)([O-])[O-].[Cs+].[Cs+].O>C(#N)C>[CH3:1][O:2][CH2:3][C@@H:4]([O:6][C:7]1[CH:8]=[C:9]([CH:10]=[C:11]([C:13]2[NH:14][C:15]([C:18]3[O:19][CH2:20][C@@H:21]([CH3:23])[N:22]=3)=[CH:16][CH:17]=2)[CH:12]=1)[O:24][C:26]1[CH:31]=[N:30][C:29]([S:32]([CH3:35])(=[O:34])=[O:33])=[CH:28][N:27]=1)[CH3:5] |f:2.3.4|. Procedure details: 3-{[(2S)-1-Methoxypropan-2-yl]oxy}-5-{5-[(4R)-4-methyl-4,5-dihydro-1,3-oxazol-2-yl]-1H-pyrrol-2-yl}phenol (340 mg, 1.03 mmol) synthesized in Example (107c) was dissolved in acetonitrile (10 mL), and 2-bromo-5-(methylsulfonyl)pyrazine (300 mg, 1.27 mmol) synthesized in Example (107d) and cesium carbonate (850 mg, 2.61 mmol) were added at room temperature, followed by stirring at room temperature for 4.5 hours under nitrogen atmosphere. To this reaction solution, water (20 mL) was added, and extra...